This data is from the Open Reaction Database (ORD), a public repository of structured organic reaction records. The task is: describe an organic reaction: reactants, conditions, products, and yield Reactants: COC(=O)c1ccc(Cl)cc1[N+](=O)[O-], CN1CCCC1=O, CCOC(C)=O, O, OCC1CCCN1. Product: COC(=O)c1ccc(N2CCCC2CO)cc1[N+](=O)[O-]. As a reaction SMILES: [CH3:1][O:2][C:3]([c:4]1[c:5]([N+:11](=[O:12])[O-:13])[cH:6][c:7]([Cl:10])[cH:8][cH:9]1)=[O:14].[CH3:22][N:23]1[CH2:24][CH2:25][CH2:26][C:27]1=[O:28].[CH3:29][CH2:30][O:31][C:32](=[O:33])[CH3:34].[OH2:35].[OH:15][CH2:16][CH:17]1[CH2:18][CH2:19][CH2:20][NH:21]1>>[CH3:1][O:2][C:3]([c:4]1[c:5]([N+:11](=[O:12])[O-:13])[cH:6][c:7]([N:21]2[CH:17]([CH2:16][OH:15])[CH2:18][CH2:19][CH2:20]2)[cH:8][cH:9]1)=[O:14]. Product: N([C@@H](CCCCNC(C)C)C(=O)N1[C@H](C(=O)N[C@H](C)C(=O)N)CCC1)C(=O)OC(C)(C)C (Boc-Lys(iPr)-Pro-D-Ala-NH2). Reagents/catalysts: [Pd] (Pd/C). Procedure: A solution of Boc-Lys(Cbz)-Pro-D-Ala-NH2 (80 gm) in 2-propanol (IPA, 800 mL) and acetone (108 mL) was hydrogenated over 4% Pd/C at 60 psi hydrogen. The catalyst was filtered off and rinsed with EtOAc, and the filtrate evaporated in vacuo to dryness. The residue was taken up in EtOAc (700 mL) and again evaporated in vacuo to dryness, and this procedure was repeated once. After dissolving the residue in EtOAc (250 mL) the solution was triturated with heptane (200 mL). The mixture was evaporated in... Reactants: N([C@@H](CCCCNC(=O)OCC1=CC=CC=C1)C(=O)N1[C@H](C(=O)N[C@H](C)C(=O)N)CCC1)C(=O)OC(C)(C)C (Boc-Lys(Cbz)-Pro-D-Ala-NH2), CCCCCCC (heptane), [H][H] (hydrogen), CCOC(=O)C (EtOAc). Reaction SMILES: [NH:1]([C:33]([O:35][C:36]([CH3:39])([CH3:38])[CH3:37])=[O:34])[C@H:2]([C:18]([N:20]1[CH2:32][CH2:31][CH2:30][C@H:21]1[C:22]([NH:24][C@@H:25]([C:27]([NH2:29])=[O:28])[CH3:26])=[O:23])=[O:19])[CH2:3][CH2:4][CH2:5][CH2:6][NH:7]C(OCC1C=CC=CC=1)=O.[H][H].CCOC(C)=O.[CH3:48][CH2:49][CH2:50]CCCC>CC(O)C.CC(C)=O.[Pd]>[NH:1]([C:33]([O:35][C:36]([CH3:37])([CH3:39])[CH3:38])=[O:34])[C@H:2]([C:18]([N:20]1[CH2:32][CH2:31][CH2:30][C@H:21]1[C:22]([NH:24][C@@H:25]([C:27]([NH2:29])=[O:28])[CH3:26])=[O:23])=[O:19])[CH2:3][CH2:4][CH2:5][CH2:6][NH:7][CH:49]([CH3:50])[CH3:48]. The solvent is CC(C)O (2-propanol), CC(=O)C (acetone). The reactants are Clc1cccc(C=Cc2ccccc2OCc2ccccc2)c1, CCO, [H][H], [Na+], [Na+], [Na+], O=S([O-])O, O=S([O-])S(=O)(=O)[O-], c1ccccc1. Product: Clc1cccc(CCc2ccccc2OCc2ccccc2)c1. As a reaction SMILES: [CH2:1]([c:2]1[cH:3][cH:4][cH:5][cH:6][cH:7]1)[O:8][c:9]1[c:10]([CH:15]=[CH:16][c:17]2[cH:18][c:19]([Cl:23])[cH:20][cH:21][cH:22]2)[cH:11][cH:12][cH:13][cH:14]1.[CH3:46][CH2:47][OH:48].[H:24][H:25].[Na+:26].[Na+:38].[Na+:39].[OH:27][S:28](=[O:29])[O-:30].[S:31]([S:32]([O-:33])=[O:34])([O-:35])(=[O:36])=[O:37].[cH:40]1[cH:41][cH:42][cH:43][cH:44][cH:45]1>>[CH2:1]([c:2]1[cH:3][cH:4][cH:5][cH:6][cH:7]1)[O:8][c:9]1[c:10]([CH2:15][CH2:16][c:17]2[cH:18][c:19]([Cl:23])[cH:20][cH:21][cH:22]2)[cH:11][cH:12][cH:13][cH:14]1. Starting materials: Cl.NC(C(=O)C1=CC(=C(C(=C1)C(C)(C)C)O)C(C)(C)C)CC (2-amino-1-(3,5-di-tert-butyl-4-hydroxyphenyl)-1-butanone hydrochloride), [N-]=C=O.[K+] (potassium isocyanate), Cl (hydrochloric acid). The product is C(C)(C)(C)C=1C=C(C=C(C1O)C(C)(C)C)C=1NC(NC1CC)=O (4-(3,5-di-tert-butyl-4-hydroxyphenyl)-5-ethyl-2-oxo-4-imidazoline). Isolated yield 50.2%. RXN SMILES: Cl.[NH2:2][CH:3]([CH2:21][CH3:22])[C:4]([C:6]1[CH:11]=[C:10]([C:12]([CH3:15])([CH3:14])[CH3:13])[C:9]([OH:16])=[C:8]([C:17]([CH3:20])([CH3:19])[CH3:18])[CH:7]=1)=O.[N-:23]=[C:24]=[O:25].[K+].Cl>>[C:12]([C:10]1[CH:11]=[C:6]([C:4]2[NH:23][C:24](=[O:25])[NH:2][C:3]=2[CH2:21][CH3:22])[CH:7]=[C:8]([C:17]([CH3:19])([CH3:18])[CH3:20])[C:9]=1[OH:16])([CH3:14])([CH3:13])[CH3:15] |f:0.1,2.3|. Procedure details: By following the same procedure as in Example 6 using 3.3 g of 2-amino-1-(3,5-di-tert-butyl-4-hydroxyphenyl)-1-butanone hydrochloride, 1.62 g of potassium isocyanate, and 1.6 ml of concentrated hydrochloric acid and recrystallizing the reaction product from aqueous isopropanol, 1.6 g of 4-(3,5-di-tert-butyl-4-hydroxyphenyl)-5-ethyl-2-oxo-4-imidazoline was obtained. Reactants: CCOCCl, CN(C)C=O, [H-], Nc1cc(S)ccc1[N+](=O)[O-], [Na+], O. Product: CCOCSc1ccc([N+](=O)[O-])c(N)c1. As a reaction SMILES: [CH2:19]([CH3:20])[O:21][CH2:22][Cl:23].[CH3:12][N:13]([CH3:14])[CH:15]=[O:16].[H-:17].[N+:1](=[O:2])([O-:3])[c:4]1[c:5]([NH2:6])[cH:7][c:8]([SH:11])[cH:9][cH:10]1.[Na+:18].[OH2:24]>>[N+:1](=[O:2])([O-:3])[c:4]1[c:5]([NH2:6])[cH:7][c:8]([S:11][CH2:22][O:21][CH2:19][CH3:20])[cH:9][cH:10]1. The reactants are C=O, ClCCl, O=C1N=C(N2CCNC(CO)C2)SC1=Cc1ccc2c(cnn2Cc2ccc(C(F)(F)F)cc2C(F)(F)F)c1. Product: CN1CCN(C2=NC(=O)C(=Cc3ccc4c(cnn4Cc4ccc(C(F)(F)F)cc4C(F)(F)F)c3)S2)CC1CO. As a reaction SMILES: [CH2:40]=[O:41].[Cl:42][CH2:43][Cl:44].[F:1][C:2]([c:3]1[c:4]([CH2:5][n:6]2[n:7][cH:8][c:9]3[cH:10][c:11]([CH:15]=[C:16]4[C:17](=[O:29])[N:18]=[C:19]([N:21]5[CH2:22][CH:23]([CH2:27][OH:28])[NH:24][CH2:25][CH2:26]5)[S:20]4)[cH:12][cH:13][c:14]23)[cH:30][cH:31][c:32]([C:34]([F:35])([F:36])[F:37])[cH:33]1)([F:38])[F:39]>>[F:1][C:2]([c:3]1[c:4]([CH2:5][n:6]2[n:7][cH:8][c:9]3[cH:10][c:11]([CH:15]=[C:16]4[C:17](=[O:29])[N:18]=[C:19]([N:21]5[CH2:22][CH:23]([CH2:27][OH:28])[N:24]([CH3:40])[CH2:25][CH2:26]5)[S:20]4)[cH:12][cH:13][c:14]23)[cH:30][cH:31][c:32]([C:34]([F:35])([F:36])[F:37])[cH:33]1)([F:38])[F:39]. Starting materials: O1C(CN2CCC(CC2)C2=NOC3=C2C=CC(=C3)F)C1 (1-(2,3-epoxypropyl)-4-(6-fluoro-1,2-benzisoxazol-3-yl)piperidine), C(=O)([O-])[O-].[K+].[K+] (K2CO3), Cl.COC=1C=C2CCNCC2=CC1OC (6,7-dimethoxy-1,2,3,4-tetrahydroisoquinoline hydrochloride). Solvent: C(C)(C)O (isopropyl alcohol). Conditions: time 8 hour. Product: COC=1C=C2CCN(CC2=CC1OC)CC(CN1CCC(CC1)C1=NOC2=C1C=CC(=C2)F)O (6,7-Dimethoxy-2-[3-[4-(6-fluoro-1,2-benzisoxazol-3-yl)-1-piperidinyl]-2-hydroxy-1-propyl]-1,2,3,4-tetrahydroisoquinoline). Isolated yield 11.0%. Reaction SMILES: [O:1]1[CH2:20][CH:2]1[CH2:3][N:4]1[CH2:9][CH2:8][CH:7]([C:10]2[C:14]3[CH:15]=[CH:16][C:17]([F:19])=[CH:18][C:13]=3[O:12][N:11]=2)[CH2:6][CH2:5]1.C([O-])([O-])=O.[K+].[K+].Cl.[CH3:28][O:29][C:30]1[CH:31]=[C:32]2[C:37](=[CH:38][C:39]=1[O:40][CH3:41])[CH2:36][NH:35][CH2:34][CH2:33]2>C(O)(C)C>[CH3:28][O:29][C:30]1[CH:31]=[C:32]2[C:37](=[CH:38][C:39]=1[O:40][CH3:41])[CH2:36][N:35]([CH2:20][CH:2]([OH:1])[CH2:3][N:4]1[CH2:9][CH2:8][CH:7]([C:10]3[C:14]4[CH:15]=[CH:16][C:17]([F:19])=[CH:18][C:13]=4[O:12][N:11]=3)[CH2:6][CH2:5]1)[CH2:34][CH2:33]2 |f:1.2.3,4.5|. Reported procedure: A stirred mixture of 1-(2,3-epoxypropyl)-4-(6-fluoro-1,2-benzisoxazol-3-yl)piperidine (3.2 g, 11.6 mmol), K2CO3 (2 gm, 1.25 eq) and 6,7-dimethoxy-1,2,3,4-tetrahydroisoquinoline hydrochloride (3.3 g, 1.25 eq) in isopropyl alcohol (200 ml) was heated at reflux for 6 hours. The mixture was cooled and filtered. The solvent was removed to about 50 ml and the solution was allowed to stand overnight. Crystals (0.6 g) formed and were collected. The mother liquor was concentrated to a white solid. Recrys...